From a dataset of the Open Reaction Database (ORD), a public repository of structured organic reaction records. describe an organic reaction: reactants, conditions, products, and yield Reactants: NC1(CCCC1)C(=O)O (1-Aminocyclopentanecarboxylic acid), OCC1(CCCC1)N (1-hydroxymethylcyclopentanamine), OCCN (2-hydroxyethylamine), C1(CCC1)=O (cyclobutanone), methyl ester, ester. Product: C1CCC12NC1(CCCC1)CO2 (5-aza-12-oxadispiro[3.1.4.2]dodecane). As a reaction SMILES: [NH2:1][C:2]1([C:7]([OH:9])=O)[CH2:6][CH2:5][CH2:4][CH2:3]1.OC[C:12]1(N)[CH2:16][CH2:15][CH2:14]C1.OCCN.C1(=O)CCC1>>[CH2:14]1[C:15]2([O:9][CH2:7][C:2]3([CH2:3][CH2:4][CH2:5][CH2:6]3)[NH:1]2)[CH2:16][CH2:12]1. Reported procedure: 1-Aminocyclopentanecarboxylic acid was converted to the methyl ester according to Method B1c, Step 1. The ester reduced to 1-hydroxymethylcyclopentanamine according to Method B1c, Step 2. The 2-hydroxyethylamine was reacted with cyclobutanone according to Method B4a, Step 1 to give 5-aza-12-oxadispiro[3.1.4.2]dodecane. The oxazolidine was reduced according to Method B4a, Step 2 to give 1-(cyclobutylamino)-1-(hydroxymethyl)cyclopentane. The substituted 2-hydroxyethylamine was reacted with SOCl2 a... Reactants: CNCCC#CC1=NC=CC=C1 (N-methyl-4-(pyridin-2-yl)but-3-yn-1-amine), ClC1=C(C(=O)Cl)C(=CC=C1)Cl (2,6-dichlorobenzoyl chloride). The product is ClC1=C(C(=O)N(CCC#CC2=NC=CC=C2)C)C(=CC=C1)Cl (2,6-dichloro-N-methyl-N-(4-(pyridin-2-yl)but-3-ynyl)benzamide). The yield is 45.5%. Reaction SMILES: [CH3:1][NH:2][CH2:3][CH2:4][C:5]#[C:6][C:7]1[CH:12]=[CH:11][CH:10]=[CH:9][N:8]=1.[Cl:13][C:14]1[CH:22]=[CH:21][CH:20]=[C:19]([Cl:23])[C:15]=1[C:16](Cl)=[O:17]>>[Cl:13][C:14]1[CH:22]=[CH:21][CH:20]=[C:19]([Cl:23])[C:15]=1[C:16]([N:2]([CH3:1])[CH2:3][CH2:4][C:5]#[C:6][C:7]1[CH:12]=[CH:11][CH:10]=[CH:9][N:8]=1)=[O:17]. Procedure: The title compound was prepared in accordance with the general method of Example 199(D), from N-methyl-4-(pyridin-2-yl)but-3-yn-1-amine (50 mg, 0.31 mmol) and 2,6-dichlorobenzoyl chloride (85 mg, 0.41 mmol). The crude residue was purified over silicagel chromatography (prepacked 10 g silicagel column, DCM/MeOH: from 100/0 to 98/2 as eluent) to afford 47 mg of 2,6-dichloro-N-methyl-N-(4-(pyridin-2-yl)but-3-ynyl)benzamide as a brown oil (Yield: 45%). Starting materials: C1COCCN1, O=C(O)c1cc([N+](=O)[O-])ccc1F, C1COCCO1. The product is O=C(O)c1cc([N+](=O)[O-])ccc1N1CCOCC1. As a reaction SMILES: [CH2:14]1[CH2:15][O:16][CH2:17][CH2:18][NH:19]1.[F:1][c:2]1[c:3]([C:4](=[O:5])[OH:6])[cH:7][c:8]([N+:11](=[O:12])[O-:13])[cH:9][cH:10]1.[O:20]1[CH2:21][CH2:22][O:23][CH2:24][CH2:25]1>>[c:2]1([N:19]2[CH2:14][CH2:15][O:16][CH2:17][CH2:18]2)[c:3]([C:4](=[O:5])[OH:6])[cH:7][c:8]([N+:11](=[O:12])[O-:13])[cH:9][cH:10]1. Reactants: O=C([O-])O, CSc1ccc(C2=C(c3cccc(F)c3)C(=O)C(C)(C)O2)cc1, O=C(OO)c1cccc(Cl)c1, ClCCl, [Na+]. Product: CS(=O)c1ccc(C2=C(c3cccc(F)c3)C(=O)C(C)(C)O2)cc1. As a reaction SMILES: [C:35](=[O:36])([OH:37])[O-:38].[CH3:1][C:2]1([CH3:23])[O:3][C:4]([c:15]2[cH:16][cH:17][c:18]([S:21][CH3:22])[cH:19][cH:20]2)=[C:5]([c:8]2[cH:9][c:10]([F:14])[cH:11][cH:12][cH:13]2)[C:6]1=[O:7].[Cl:24][c:25]1[cH:26][c:27]([C:32](=[O:29])[O:33][OH:34])[cH:28][cH:30][cH:31]1.[Cl:40][CH2:41][Cl:42].[Na+:39]>>[CH3:1][C:2]1([CH3:23])[O:3][C:4]([c:15]2[cH:16][cH:17][c:18]([S:21]([CH3:22])=[O:29])[cH:19][cH:20]2)=[C:5]([c:8]2[cH:9][c:10]([F:14])[cH:11][cH:12][cH:13]2)[C:6]1=[O:7]. Reactants: SC1(CCOCC1)C1=CC(=CC=C1)OCC1=CC2=CC=CC=C2C=C1 (4-mercapto-4-[3-(naphth-2-ylmethoxy)phenyl]tetrahydropyran), FC(CI)(F)F (2,2,2-trifluoroethyl iodide). Product: C1=C(C=CC2=CC=CC=C12)COC=1C=C(C=CC1)C1(CCOCC1)SCC(F)(F)F (4-[3-(naphth-2ylmethoxy)phenyl]-4-(2,2,2-trifluoroethylthio)tetrahydropyran). Isolated yield 61.0%. Reaction SMILES: [SH:1][C:2]1([C:8]2[CH:13]=[CH:12][CH:11]=[C:10]([O:14][CH2:15][C:16]3[CH:25]=[CH:24][C:23]4[C:18](=[CH:19][CH:20]=[CH:21][CH:22]=4)[CH:17]=3)[CH:9]=2)[CH2:7][CH2:6][O:5][CH2:4][CH2:3]1.[F:26][C:27]([F:31])([F:30])[CH2:28]I>>[CH:17]1[C:18]2[C:23](=[CH:22][CH:21]=[CH:20][CH:19]=2)[CH:24]=[CH:25][C:16]=1[CH2:15][O:14][C:10]1[CH:9]=[C:8]([C:2]2([S:1][CH2:28][C:27]([F:31])([F:30])[F:26])[CH2:7][CH2:6][O:5][CH2:4][CH2:3]2)[CH:13]=[CH:12][CH:11]=1. Procedure details: Using a similar procedure to that described in Example 1, 4-mercapto-4-[3-(naphth-2-ylmethoxy)phenyl]tetrahydropyran was reacted with 2,2,2-trifluoroethyl iodide to give 4-[3-(naphth-2ylmethoxy)phenyl]-4-(2,2,2-trifluoroethylthio)tetrahydropyran in 61% yield, m.p. 76°-78° C. The reactants are O=C(O)CC1CCCC1, Cl, CC(N)C(=O)C1(N)C(=O)N(CC2CC2)c2ccccc2N(CC2CC2)C1=O. Product: CC(NC(=O)CC1CCCC1)C(=O)C1(N)C(=O)N(CC2CC2)c2ccccc2N(CC2CC2)C1=O. Reaction SMILES: [CH:1]1([CH2:6][C:7](=[O:8])[OH:9])[CH2:2][CH2:3][CH2:4][CH2:5]1.[ClH:10].[NH2:11][CH:12]([CH3:13])[C:14](=[O:15])[C:16]1([NH2:37])[C:17](=[O:36])[N:18]([CH2:32][CH:33]2[CH2:34][CH2:35]2)[c:19]2[c:20]([cH:28][cH:29][cH:30][cH:31]2)[N:21]([CH2:24][CH:25]2[CH2:26][CH2:27]2)[C:22]1=[O:23]>>[CH:1]1([CH2:6][C:7](=[O:9])[NH:11][CH:12]([CH3:13])[C:14](=[O:15])[C:16]2([NH2:37])[C:17](=[O:36])[N:18]([CH2:32][CH:33]3[CH2:34][CH2:35]3)[c:19]3[c:20]([cH:28][cH:29][cH:30][cH:31]3)[N:21]([CH2:24][CH:25]3[CH2:26][CH2:27]3)[C:22]2=[O:23])[CH2:2][CH2:3][CH2:4][CH2:5]1. Reaction SMILES: [C:1]([CH3:2])([CH3:3])([CH3:4])[O:5][C:6](=[O:7])[NH:8][CH2:9][CH2:10][CH2:11][NH2:12].[CH3:23][OH:24].[CH:13](=[CH2:14])[P:15]([O:16][CH2:17][CH3:18])([O:19][CH2:20][CH3:21])=[O:22]>>[C:1]([CH3:2])([CH3:3])([CH3:4])[O:5][C:6](=[O:7])[NH:8][CH2:9][CH2:10][CH2:11][NH:12][CH2:14][CH2:13][P:15]([O:16][CH2:17][CH3:18])([O:19][CH2:20][CH3:21])=[O:22]. Starting materials: CC(C)(C)OC(=O)NCCCN, CO, C=CP(=O)(OCC)OCC. Product: CCOP(=O)(CCNCCCNC(=O)OC(C)(C)C)OCC. Starting materials: ClCCl, O=[Mn]=O, CSc1ncc2cc(-c3cc(CO)ccc3C)c(=O)n(C)c2n1. Yields the product CSc1ncc2cc(-c3cc(C=O)ccc3C)c(=O)n(C)c2n1. Reaction SMILES: [CH2:24]([Cl:25])[Cl:26].[O:27]=[Mn:28]=[O:29].[OH:1][CH2:2][c:3]1[cH:4][cH:5][c:6]([CH3:23])[c:7](-[c:9]2[cH:10][c:11]3[c:12]([n:13][c:14]([S:17][CH3:18])[n:15][cH:16]3)[n:19]([CH3:22])[c:20]2=[O:21])[cH:8]1>>[O:1]=[CH:2][c:3]1[cH:4][cH:5][c:6]([CH3:23])[c:7](-[c:9]2[cH:10][c:11]3[c:12]([n:13][c:14]([S:17][CH3:18])[n:15][cH:16]3)[n:19]([CH3:22])[c:20]2=[O:21])[cH:8]1. Reactants: [H-].[Na+] (Sodium hydride), CC1(C(C2=CC=CC=C2C1)(O)C=1C(=NC=NC1)SC)C (5-(2,2-dimethyl-1-hydroxyindan-1-yl)-4-(methylthio)pyrimidine), CI (methyl iodide), [H][H] (hydrogen). Run in O1CCCC1 (tetrahydrofuran), O (water). The product is CC1(C(C2=CC=CC=C2C1)(OC)C=1C(=NC=NC1)SC)C (5-(2,2-Dimethyl-1-methoxyindan-1-yl)-4-(methylthio)pyrimidine). Isolated yield 96.5%. As a reaction SMILES: [H-].[Na+].[CH3:3][C:4]1([CH3:22])[CH2:12][C:11]2[C:6](=[CH:7][CH:8]=[CH:9][CH:10]=2)[C:5]1([C:14]1[C:15]([S:20][CH3:21])=[N:16][CH:17]=[N:18][CH:19]=1)[OH:13].[H][H].[CH3:25]I>O1CCCC1.O>[CH3:3][C:4]1([CH3:22])[CH2:12][C:11]2[C:6](=[CH:7][CH:8]=[CH:9][CH:10]=2)[C:5]1([C:14]1[C:15]([S:20][CH3:21])=[N:16][CH:17]=[N:18][CH:19]=1)[O:13][CH3:25] |f:0.1|. Procedure: Sodium hydride (0.16 g of 60 percent in mineral oil, 4.0 mmol) was added with stirring to a solution of 1.0 g (3.5 mmol) of 5-(2,2-dimethyl-1-hydroxyindan-1-yl)-4-(methylthio)pyrimidine in 10 mL of tetrahydrofuran. After the hydrogen evolution and exotherm were complete, 0.43 g (3 mmol) of methyl iodide was added and the mixture was allowed to react overnight at ambient temperature. The mixture was then poured into 20 mL of cold water and the resulting mixture was extracted with ethyl acetate. T... Procedure details: (±) cis-2-Ethoxy-3a,8b-dihydro-4H-indeno[2,1-d]oxazole (2.2 g, 10.8 mmol), 4-benzyloxyphenol (2.17 g, 10.8 mmol), p-toluenesulfonic acid (40 mg) were dissolved in toluene (50 ml) and heated at 60° C. for 5 h, then 2 h at reflux under nitrogen. On cooling, the reaction mixture was diluted with diethyl ether (150 ml) and washed sequentially with 10% aq. sodium hydroxide, water and brine. After drying over sodium sulfate, solvents were removed in vacuo and the residue subjected to column chromatogr... Yield: 26.9%. The reagents and catalysts are C1(=CC=C(C=C1)S(=O)(=O)O)C (p-toluenesulfonic acid). Starting materials: C(C)OC=1O[C@@H]2[C@H](N1)CC1=CC=CC=C12 ((±) cis-2-Ethoxy-3a,8b-dihydro-4H-indeno[2,1-d]oxazole), C(C1=CC=CC=C1)OC1=CC=C(C=C1)O (4-benzyloxyphenol). RXN SMILES: [CH2:1]([O:3][C:4]1[O:5][C@H:6]2[C:15]3[C:10](=[CH:11][CH:12]=[CH:13][CH:14]=3)[CH2:9][C@H:7]2[N:8]=1)[CH3:2].[CH2:16]([O:23][C:24]1[CH:29]=[CH:28][C:27]([OH:30])=[CH:26][CH:25]=1)[C:17]1[CH:22]=[CH:21][CH:20]=[CH:19][CH:18]=1>C1(C)C=CC=CC=1.C(OCC)C.C1(C)C=CC(S(O)(=O)=O)=CC=1>[CH2:16]([O:23][C:24]1[CH:25]=[CH:26][C:27]([O:30][C@@H:6]2[C:15]3[C:10](=[CH:11][CH:12]=[CH:13][CH:14]=3)[CH2:9][C@H:7]2[NH:8][C:4]([O:3][CH2:1][CH3:2])=[O:5])=[CH:28][CH:29]=1)[C:17]1[CH:18]=[CH:19][CH:20]=[CH:21][CH:22]=1. Reaction conditions: temperature 60 celsius. Solvent: C(C)OCC (diethyl ether), C1(=CC=CC=C1)C (toluene). Product: C(C1=CC=CC=C1)OC1=CC=C(O[C@H]2[C@@H](CC3=CC=CC=C23)NC(=O)OCC)C=C1 ((±)trans-1-(4-Benzyloxyphenoxy)-2-ethoxycarbonylaminoindane).